From a dataset of the Open Reaction Database (ORD), a public repository of structured organic reaction records. describe an organic reaction: reactants, conditions, products, and yield Product: CC(C)(C)NC(=O)N[C@H](C(=O)NC1=C(C=C(C=C1F)F)F)CC1=CC=CC=C1 ((S)-α-[[[(1,1-Dimethylethyl)amino]carbonyl]amino]-N-(2,4,6-trifluorophenyl)benzenepropanamide). The reactants are N[C@H](C(=O)NC1=C(C=C(C=C1F)F)F)CC1=CC=CC=C1 ((S)-α-Amino-N-(2,4,6-trifluorophenyl)benzenepropanamide), C(C)(C)(C)N=C=O (t-butylisocyanate). RXN SMILES: [NH2:1][C@@H:2]([CH2:15][C:16]1[CH:21]=[CH:20][CH:19]=[CH:18][CH:17]=1)[C:3]([NH:5][C:6]1[C:11]([F:12])=[CH:10][C:9]([F:13])=[CH:8][C:7]=1[F:14])=[O:4].[C:22]([N:26]=[C:27]=[O:28])([CH3:25])([CH3:24])[CH3:23]>>[CH3:23][C:22]([NH:26][C:27]([NH:1][C@@H:2]([CH2:15][C:16]1[CH:21]=[CH:20][CH:19]=[CH:18][CH:17]=1)[C:3]([NH:5][C:6]1[C:7]([F:14])=[CH:8][C:9]([F:13])=[CH:10][C:11]=1[F:12])=[O:4])=[O:28])([CH3:25])[CH3:24]. Procedure details: Following the procedure of Example 58 only using the product of Example 50 and t-butylisocyanate, the title compound was obtained, mp 205°-206° C. The reactants are O=c1[nH]cnc2cc(OCCC3CCCCN3)ccc12, O=P(Cl)(Cl)Cl. The product is Clc1ncnc2cc(OCCC3CCCCN3)ccc12. Reaction SMILES: [NH:1]1[CH:2]([CH2:7][CH2:8][O:9][c:10]2[cH:11][cH:12][c:13]3[c:14](=[O:20])[nH:15][cH:16][n:17][c:18]3[cH:19]2)[CH2:3][CH2:4][CH2:5][CH2:6]1.[P:21]([Cl:22])([Cl:23])([Cl:24])=[O:25]>>[NH:1]1[CH:2]([CH2:7][CH2:8][O:9][c:10]2[cH:11][cH:12][c:13]3[c:14]([Cl:23])[n:15][cH:16][n:17][c:18]3[cH:19]2)[CH2:3][CH2:4][CH2:5][CH2:6]1.